This data is from the Open Reaction Database (ORD), a public repository of structured organic reaction records. The task is: describe an organic reaction: reactants, conditions, products, and yield The reactants are O=C=NCCCCBr, C=C(CO)COC(=O)NCCCCCCCCCCCCCCCCCC, ClCCl, CN(C)c1ccncc1. The product is C=C(COC(=O)NCCCCBr)COC(=O)NCCCCCCCCCCCCCCCCCC. As a reaction SMILES: [Br:28][CH2:29][CH2:30][CH2:31][CH2:32][N:33]=[C:34]=[O:35].[CH2:1]([CH2:2][CH2:3][CH2:4][CH2:5][CH2:6][CH2:7][CH2:8][CH2:9][CH2:10][CH2:11][CH2:12][CH2:13][CH2:14][CH2:15][CH2:16][CH2:17][CH3:18])[NH:19][C:20](=[O:21])[O:22][CH2:23][C:24]([CH2:25][OH:26])=[CH2:27].[CH2:36]([Cl:37])[Cl:38].[CH3:39][N:40]([CH3:41])[c:42]1[cH:43][cH:44][n:45][cH:46][cH:47]1>>[CH2:1]([CH2:2][CH2:3][CH2:4][CH2:5][CH2:6][CH2:7][CH2:8][CH2:9][CH2:10][CH2:11][CH2:12][CH2:13][CH2:14][CH2:15][CH2:16][CH2:17][CH3:18])[NH:19][C:20](=[O:21])[O:22][CH2:23][C:24]([CH2:25][O:26][C:34]([NH:33][CH2:32][CH2:31][CH2:30][CH2:29][Br:28])=[O:35])=[CH2:27]. Yields the product CCOC(=O)Cc1c(Cl)ccc2cc(C=O)ccc12. Reaction SMILES: [CH2:1]([CH3:2])[O:3][C:4]([CH2:5][c:6]1[c:7]([Cl:18])[cH:8][cH:9][c:10]2[cH:11][c:12]([C:16]#[N:17])[cH:13][cH:14][c:15]12)=[O:19].[CH3:27][C:28](=[O:29])[OH:30].[OH2:20].[cH:21]1[cH:22][cH:23][n:24][cH:25][cH:26]1>>[CH2:1]([CH3:2])[O:3][C:4]([CH2:5][c:6]1[c:7]([Cl:18])[cH:8][cH:9][c:10]2[cH:11][c:12]([CH:16]=[O:20])[cH:13][cH:14][c:15]12)=[O:19]. Starting materials: CCOC(=O)Cc1c(Cl)ccc2cc(C#N)ccc12, CC(=O)O, O, c1ccncc1. The reactants are CCCCCCN=C=O, ClC(Cl)Cl, NOCC(O)CN1CCCCC1. Yields the product CCCCCCNC(=O)NOCC(O)CN1CCCCC1. Reaction SMILES: [CH2:13]([CH2:14][CH2:15][CH2:16][CH2:17][CH3:18])[N:19]=[C:20]=[O:21].[CH:22]([Cl:23])([Cl:24])[Cl:25].[OH:1][CH:2]([CH2:3][O:4][NH2:5])[CH2:6][N:7]1[CH2:8][CH2:9][CH2:10][CH2:11][CH2:12]1>>[OH:1][CH:2]([CH2:3][O:4][NH:5][C:20]([NH:19][CH2:13][CH2:14][CH2:15][CH2:16][CH2:17][CH3:18])=[O:21])[CH2:6][N:7]1[CH2:8][CH2:9][CH2:10][CH2:11][CH2:12]1. Isolated yield 38.0%. Reported procedure: A mixture of N-(6-chloro-3-pyridyl)-1,3-diaminopropane (6.0 g, 0.032 mol)(ex Example 2), 1,1-bis(methylthio)-2-nitroethene (5.34 g, 0.032 mol) and ethanol (100 ml) was heated under reflux for 24 hours. The resulting mixture was evaporated to leave a dark brown oil which was subjected to flash chromatography on a silica column using silica gel, 230 to 400 US mesh (0.062 mm to 0.037 mm), and with 2% w methanol in dichloromethane as eluent. The resulting product was recrystallized from ethanol to g... The product is [N+](=O)([O-])C=C1N(CCCN1)C=1C=NC(=CC1)Cl (2-nitromethylene-1-(6-chloro-3-pyridyl)hexahydropyrimidine). The reactants are ClC1=CC=C(C=N1)NCCCN (N-(6-chloro-3-pyridyl)-1,3-diaminopropane), CSC(=C[N+](=O)[O-])SC (1,1-bis(methylthio)-2-nitroethene), C(C)O (ethanol). Solvent: CO (methanol), ClCCl (dichloromethane). As a reaction SMILES: [Cl:1][C:2]1[N:7]=[CH:6][C:5]([NH:8][CH2:9][CH2:10][CH2:11][NH2:12])=[CH:4][CH:3]=1.CS[C:15](SC)=[CH:16][N+:17]([O-:19])=[O:18].C(O)C>CO.ClCCl>[N+:17]([CH:16]=[C:15]1[NH:12][CH2:11][CH2:10][CH2:9][N:8]1[C:5]1[CH:6]=[N:7][C:2]([Cl:1])=[CH:3][CH:4]=1)([O-:19])=[O:18]. Reactants: ClC=1SC=CN1 (2-chloro-thiazole), NC1=C(C=C(C(=O)OCC)C=C1)C(=O)[O-] (ethyl 4-amino-isophthalate). Run in C(C)#N (acetonitrile). Conditions: temperature 150 celsius. The product is O=C1N2C(=NC3=CC=C(C=C13)C(=O)OCC)SC=C2 (Ethyl 5-oxo-5-H-thiazolo[2,3-b]quinazoline-7-carboxylate). RXN SMILES: Cl[C:2]1[S:3][CH:4]=[CH:5][N:6]=1.[NH2:7][C:8]1[CH:18]=[CH:17][C:11]([C:12]([O:14][CH2:15][CH3:16])=[O:13])=[CH:10][C:9]=1[C:19]([O-])=[O:20]>C(#N)C>[O:20]=[C:19]1[C:9]2[C:8](=[CH:18][CH:17]=[C:11]([C:12]([O:14][CH2:15][CH3:16])=[O:13])[CH:10]=2)[N:7]=[C:2]2[S:3][CH:4]=[CH:5][N:6]12. Procedure details: A mixture consisting of 2.4 gm of 2-chloro-thiazole and 5.6 gm of ethyl 4-amino-isophthalate was heated for eight hours at 150° C on an oil bath. Thereafter, the resulting dark brown oil was refluxed with 10 ml of acetonitrile for one hour, the reaction mixture was then thoroughly cooled, and the crystals formed thereby were collected by suction filtration and recrystallized from a little methanol. The compound of the formula ##STR9## The reactants are ClC=1C=C2C(=CC(=NC2=CC1)NN)C1=C(C=CC=C1F)F (6-chloro-4-(2,6-difluorophenyl)-2-hydrazinoquinoline), C(C)(OCC)(OCC)OCC (triethyl orthoacetate). The solvent is C=1(C(=CC=CC1)C)C (xylene). The product is ClC=1C=C2C(=CC=3N(C2=CC1)C(=NN3)C)C3=C(C=CC=C3F)F (7-chloro-1-methyl-5-(2,6-difluorophenyl)-s-triazolo[4,3-a]quinoline). RXN SMILES: [Cl:1][C:2]1[CH:3]=[C:4]2[C:9](=[CH:10][CH:11]=1)[N:8]=[C:7]([NH:12][NH2:13])[CH:6]=[C:5]2[C:14]1[C:19]([F:20])=[CH:18][CH:17]=[CH:16][C:15]=1[F:21].[C:22](OCC)(OCC)(OCC)[CH3:23]>C1(C)C(C)=CC=CC=1>[Cl:1][C:2]1[CH:3]=[C:4]2[C:9](=[CH:10][CH:11]=1)[N:8]1[C:22]([CH3:23])=[N:13][N:12]=[C:7]1[CH:6]=[C:5]2[C:14]1[C:15]([F:21])=[CH:16][CH:17]=[CH:18][C:19]=1[F:20]. Procedure details: In the manner given in Example 2, 6-chloro-4-(2,6-difluorophenyl)-2-hydrazinoquinoline and triethyl orthoacetate are refluxed in xylene to give 7-chloro-1-methyl-5-(2,6-difluorophenyl)-s-triazolo[4,3-a]quinoline. Reactants: BrC=1C(=C(C(=O)O)C=CC1)NC1=C(C=CC=C1)Br (3-Bromo-2-(2-bromophenylamino)benzoic acid), P(=O)(Cl)(Cl)Cl (phosphoryl chloride). The product is raw product, BrC1=CC=CC2=C(C3=CC=CC(=C3N=C12)Br)Cl (4,5-Dibromo-9-chloroacridine). Isolated yield 74.0%. RXN SMILES: [Br:1][C:2]1[C:3]([NH:11][C:12]2[CH:17]=[CH:16][CH:15]=[CH:14][C:13]=2[Br:18])=[C:4]([CH:8]=[CH:9][CH:10]=1)[C:5](O)=O.P(Cl)(Cl)([Cl:21])=O>>[Br:1][C:2]1[C:3]2[C:4](=[C:5]([Cl:21])[C:17]3[C:12]([N:11]=2)=[C:13]([Br:18])[CH:14]=[CH:15][CH:16]=3)[CH:8]=[CH:9][CH:10]=1. Reported procedure: A suspension of 7.43 g (20.0 mmol) of 3-bromo-2-(2-bromophenylamino)benzoic acid (XXII) in 19.5 ml (213 mmol) of distilled phosphoryl chloride was heated to reflux for 2.5 h. Subsequently, the excess phosphoryl chloride was distilled off at room temperature under vacuum. The resulting brown oil was dissolved in chloroform, and the solution was added dropwise to ice-cooled diluted aqueous ammonia with stirring. After the mixture had reached room temperature, the phases were separated. The aqueous...